Task: describe an organic reaction: reactants, conditions, products, and yield. Dataset: the Open Reaction Database (ORD), a public repository of structured organic reaction records Reactants: C=CCCCC(CCC)C(=O)OC, CC(=O)O, O=[O+][O-], O, [Zn]. Product: CCCC(CCCC=O)C(=O)OC. Reaction SMILES: [CH2:4]([CH2:5][CH3:6])[CH:7]([C:8](=[O:9])[O:10][CH3:11])[CH2:12][CH2:13][CH2:14][CH:15]=[CH2:16].[CH3:18][C:19](=[O:20])[OH:21].[O-:1][O+:2]=[O:3].[OH2:17].[Zn:22]>>[CH2:4]([CH2:5][CH3:6])[CH:7]([C:8](=[O:9])[O:10][CH3:11])[CH2:12][CH2:13][CH2:14][CH:15]=[O:17]. The reactants are ClC1=CC=C(C=C1)C(C(CC1CCCCC1)N)N (1-(4-chloro-phenyl)-3-cyclohexyl-propane-1,2-diamine), Cl.C(C)OC1=C(C(OCC)=N)C=CC(=C1)OC (ethyl 2-ethoxy-4-methoxy-benzimidate hydrochloride), ClC1=CC=C(C=C1)C1C(N=C(N1)C1=C(C=C(C=C1)OC)OCC)CC1CCCC1 (5-(4-chloro-phenyl)-4-cyclopentylmethyl-2-(2-ethoxy-4-methoxy-phenyl)-4,5-dihydro-1H-imidazole). Product: ClC1=CC=C(C=C1)C1C(N=C(N1)C1=C(C=C(C=C1)OC)OCC)CC1CCCCC1 (5-(4-Chloro-phenyl)-4-cyclohexylmethyl-2-(2-ethoxy-4-methoxy-phenyl)-4,5-dihydro-1H-imidazole). Reaction SMILES: [Cl:1][C:2]1[CH:7]=[CH:6][C:5]([CH:8]([NH2:18])[CH:9]([NH2:17])[CH2:10][CH:11]2[CH2:16][CH2:15][CH2:14][CH2:13][CH2:12]2)=[CH:4][CH:3]=1.Cl.[CH2:20]([O:22][C:23]1[CH:33]=[C:32]([O:34][CH3:35])[CH:31]=[CH:30][C:24]=1[C:25](=N)OCC)[CH3:21].ClC1C=CC(C2NC(C3C=CC(OC)=CC=3OCC)=NC2CC2CCCC2)=CC=1>>[Cl:1][C:2]1[CH:3]=[CH:4][C:5]([CH:8]2[NH:18][C:25]([C:24]3[CH:30]=[CH:31][C:32]([O:34][CH3:35])=[CH:33][C:23]=3[O:22][CH2:20][CH3:21])=[N:17][CH:9]2[CH2:10][CH:11]2[CH2:12][CH2:13][CH2:14][CH2:15][CH2:16]2)=[CH:6][CH:7]=1 |f:1.2|. Procedure details: 5-(4-Chloro-phenyl)-4-cyclohexylmethyl-2-(2-ethoxy-4-methoxy-phenyl)-4,5-dihydro-1H-imidazole was prepared from 1-(4-chloro-phenyl)-3-cyclohexyl-propane-1,2-diamine and ethyl 2-ethoxy-4-methoxy-benzimidate hydrochloride in an analogous manner as described for the preparation of 5-(4-chloro-phenyl)-4-cyclopentylmethyl-2-(2-ethoxy-4-methoxy-phenyl)-4,5-dihydro-1H-imidazole (Example 9). HR-MS (ES, m/z) observed 427.2150, calculated for C25H32N2O2Cl [(M+H)+]427.2147. Starting materials: C(C)(=O)C1=CN(C2=CC=C(C=C12)Cl)S(=O)(=O)C1=CC=CC=C1 (3-acetyl-1-benzenesulfonyl-5-chloroindole), COC(=O)C=1C=C(C(=O)Cl)C=CC1 (3-methoxycarbonyl benzoylchloride), Cl (hydrochloric acid). The product is C1(=CC=CC=C1)S(=O)(=O)N1C=C(C2=CC(=CC=C12)Cl)C(C=C(O)C1=CC(=CC=C1)C(=O)O)=O (1-(1-Benzenesulfonyl-5-chloroindol-3-yl)-3-(3-carboxyphenyl)-3-hydroxy-propen-1-one). As a reaction SMILES: [C:1]([C:4]1[C:12]2[C:7](=[CH:8][CH:9]=[C:10]([Cl:13])[CH:11]=2)[N:6]([S:14]([C:17]2[CH:22]=[CH:21][CH:20]=[CH:19][CH:18]=2)(=[O:16])=[O:15])[CH:5]=1)(=[O:3])[CH3:2].C[O:24][C:25]([C:27]1[CH:28]=[C:29]([CH:33]=[CH:34][CH:35]=1)[C:30](Cl)=[O:31])=[O:26].Cl>>[C:17]1([S:14]([N:6]2[C:7]3[C:12](=[CH:11][C:10]([Cl:13])=[CH:9][CH:8]=3)[C:4]([C:1](=[O:3])[CH:2]=[C:30]([C:29]3[CH:33]=[CH:34][CH:35]=[C:27]([C:25]([OH:26])=[O:24])[CH:28]=3)[OH:31])=[CH:5]2)(=[O:16])=[O:15])[CH:22]=[CH:21][CH:20]=[CH:19][CH:18]=1. Procedure: In accordance with Example 99, 3-acetyl-1-benzenesulfonyl-5-chloroindole reacted with 3-methoxycarbonyl benzoylchloride, followed by hydrolysis with hydrochloric acid to give the titled compound. As a reaction SMILES: [Cl:1][c:2]1[c:3]([N:9]2[C:10](=[O:24])[N:11]([CH3:23])[c:12]3[n:13][c:14]([S:19]([CH3:20])(=[O:21])=[O:22])[n:15][cH:16][c:17]3[CH2:18]2)[c:4]([Cl:8])[cH:5][cH:6][cH:7]1.[NH2:25][c:26]1[cH:27][cH:28][c:29]([CH2:32][CH2:33][NH2:34])[cH:30][cH:31]1>>[Cl:1][c:2]1[c:3]([N:9]2[C:10](=[O:24])[N:11]([CH3:23])[c:12]3[n:13][c:14]([NH:34][CH2:33][CH2:32][c:29]4[cH:28][cH:27][c:26]([NH2:25])[cH:31][cH:30]4)[n:15][cH:16][c:17]3[CH2:18]2)[c:4]([Cl:8])[cH:5][cH:6][cH:7]1. The reactants are CN1C(=O)N(c2c(Cl)cccc2Cl)Cc2cnc(S(C)(=O)=O)nc21, NCCc1ccc(N)cc1. Product: CN1C(=O)N(c2c(Cl)cccc2Cl)Cc2cnc(NCCc3ccc(N)cc3)nc21.